Dataset: the Open Reaction Database (ORD), a public repository of structured organic reaction records. Task: describe an organic reaction: reactants, conditions, products, and yield The reactants are c1ccc2c(c1)CCCN2, NC(=O)Cc1c[nH]c2ccccc12, O=C1NC(=O)C(c2cn3c4c(cccc24)CCC3)C1c1c[nH]c2ccccc12. RXN SMILES: [CH2:29]1[CH2:30][c:31]2[c:32]([cH:33][cH:34][cH:35][cH:36]2)[NH:37][CH2:38]1.[NH2:39][C:40]([CH2:41][c:42]1[c:43]2[c:44]([cH:45][cH:46][cH:47][cH:48]2)[nH:49][cH:50]1)=[O:51].[c:1]1([CH:13]2[C:14](=[O:28])[NH:15][C:16](=[O:27])[CH:17]2[c:18]2[cH:19][nH:20][c:21]3[cH:22][cH:23][cH:24][cH:25][c:26]23)[cH:2][n:3]2[c:12]3[c:7]([cH:8][cH:9][cH:10][c:11]13)[CH2:6][CH2:5][CH2:4]2>>[c:1]1([C:13]2=[C:17]([c:18]3[cH:19][nH:20][c:21]4[cH:22][cH:23][cH:24][cH:25][c:26]34)[C:16](=[O:27])[NH:15][C:14]2=[O:28])[cH:2][n:3]2[c:12]3[c:7]([cH:8][cH:9][cH:10][c:11]13)[CH2:6][CH2:5][CH2:4]2. Yields the product O=C1NC(=O)C(c2cn3c4c(cccc24)CCC3)=C1c1c[nH]c2ccccc12. The reactants are COC(=O)CCCCNC(=O)c1c(C)[nH]c(C=NN=C2C(=O)Nc3ccc(F)cc32)c1C, CO, Cl, [Li+], [OH-], O. Product: Cc1[nH]c(C=NN=C2C(=O)Nc3ccc(F)cc32)c(C)c1C(=O)NCCCCC(=O)O. As a reaction SMILES: [CH3:1][O:2][C:3]([CH2:4][CH2:5][CH2:6][CH2:7][NH:8][C:9](=[O:10])[c:11]1[c:12]([CH3:31])[nH:13][c:14]([CH:17]=[N:18][N:19]=[C:20]2[C:21](=[O:30])[NH:22][c:23]3[cH:24][cH:25][c:26]([F:29])[cH:27][c:28]32)[c:15]1[CH3:16])=[O:32].[CH3:33][OH:34].[ClH:37].[Li+:36].[OH-:35].[OH2:38]>>[O:2]=[C:3]([CH2:4][CH2:5][CH2:6][CH2:7][NH:8][C:9](=[O:10])[c:11]1[c:12]([CH3:31])[nH:13][c:14]([CH:17]=[N:18][N:19]=[C:20]2[C:21](=[O:30])[NH:22][c:23]3[cH:24][cH:25][c:26]([F:29])[cH:27][c:28]32)[c:15]1[CH3:16])[OH:32]. Reactants: BrCc1ccccc1, CC1(C)CNNC1=O, CCO, CCOCC, [Na+], O=C([O-])O. The product is CC1(C)CN(Cc2ccccc2)NC1=O. Reaction SMILES: [Br:9][CH2:10][c:11]1[cH:12][cH:13][cH:14][cH:15][cH:16]1.[CH3:1][C:2]1([CH3:8])[C:3](=[O:7])[NH:4][NH:5][CH2:6]1.[CH3:22][CH2:23][OH:24].[CH3:25][CH2:26][O:27][CH2:28][CH3:29].[Na+:21].[O-:17][C:18]([OH:19])=[O:20]>>[CH3:1][C:2]1([CH3:8])[C:3](=[O:7])[NH:4][N:5]([CH2:10][c:11]2[cH:12][cH:13][cH:14][cH:15][cH:16]2)[CH2:6]1. Product: CC(C)=C (isobutylene), O=CC(C)=C (methacrolein). The reactants are C(C(=C)C)(=O)O (methacrylic acid), C(C)(=O)O (acetic acid). Procedure: In another aspect, the invention comprises a process for the recovery of methacrylic acid and acetic acid produced by the oxidation of isobutylene or tertiary butyl alcohol into methacrolein, followed by the recovery of methacrolein, and thereafter oxidation of the methacrolein to form methacrylic acid. The methacrylic acid and acetic acid are recovered by cooling and condensing the effluent from the second oxidation (of methacrolein) and then passing the condensed effluent directly, and without... Reaction SMILES: [C:1](O)(=[O:5])[C:2]([CH3:4])=[CH2:3].C(O)(=O)C>C(O)(C)(C)C>[CH3:3][C:2](=[CH2:1])[CH3:4].[O:5]=[CH:1][C:2](=[CH2:3])[CH3:4]. The solvent is C(C)(C)(C)O (tertiary butyl alcohol). Reactants: CCC(CC)Nc1cc(C)nc(Oc2c(C)cc(C(C)(C)O)cc2C)c1C, c1ccccc1. Yields the product C=C(C)c1cc(C)c(Oc2nc(C)cc(NC(CC)CC)c2C)c(C)c1. RXN SMILES: [CH2:1]([CH3:2])[CH:3]([CH2:4][CH3:5])[NH:6][c:7]1[c:8]([CH3:27])[c:9]([O:14][c:15]2[c:16]([CH3:26])[cH:17][c:18]([C:22]([CH3:23])([CH3:24])[OH:25])[cH:19][c:20]2[CH3:21])[n:10][c:11]([CH3:13])[cH:12]1.[cH:28]1[cH:29][cH:30][cH:31][cH:32][cH:33]1>>[CH2:1]([CH3:2])[CH:3]([CH2:4][CH3:5])[NH:6][c:7]1[c:8]([CH3:27])[c:9]([O:14][c:15]2[c:16]([CH3:26])[cH:17][c:18]([C:22](=[CH2:23])[CH3:24])[cH:19][c:20]2[CH3:21])[n:10][c:11]([CH3:13])[cH:12]1. Starting materials: C(C)(C)(C)OC(NC1=C(SC=C1)C1=CC=C(C=C1)Br)=O ([2-(4-bromo-phenyl)-thiophen-3-yl]-carbamic acid tert-butyl ester), [OH-].[Na+] (NaOH), Cl.CC(C)O (HCl IPA), [OH-].[Na+] (NaOH). The solvent is CCOC(=O)C (EtOAc). Run at temperature 50 celsius, time 90 minute. The product is BrC1=CC=C(C=C1)C=1SC=CC1N (2-(4-Bromo-phenyl)-thiophen-3-ylamine). Yield: 98.2%. Reaction SMILES: C(OC(=O)[NH:7][C:8]1[CH:12]=[CH:11][S:10][C:9]=1[C:13]1[CH:18]=[CH:17][C:16]([Br:19])=[CH:15][CH:14]=1)(C)(C)C.Cl.CC(O)C.[OH-].[Na+]>CCOC(C)=O>[Br:19][C:16]1[CH:17]=[CH:18][C:13]([C:9]2[S:10][CH:11]=[CH:12][C:8]=2[NH2:7])=[CH:14][CH:15]=1 |f:1.2,3.4|. Reported procedure: Charge a 10 L double jacketed reactor equipped with mechanical stirring, set under inert atmosphere of argon with [2-(4-bromo-phenyl)-thiophen-3-yl]-carbamic acid tert-butyl ester (800 g, 2.25 mol) and EtOAc (3.2 L). Cool the yellow solution is down to 16.9° C. and add a solution of 5-6N HCl/IPA (1600 mL) in 10 minutes via a dropping funnel between 10° C. and 25° C. Heat the reaction mixture to 50° C. Stir the resulting suspension for 90 minutes at 50° C. Cool the suspension below 10° C. and add...